From a dataset of the Open Reaction Database (ORD), a public repository of structured organic reaction records. describe an organic reaction: reactants, conditions, products, and yield The reactants are NC1=NC(=CN=C1)C(F)(F)F (2-amino-6-trifluoromethylpyrazine), II (iodine), N(=O)OC(C)(C)C (t-butyl nitrite). Run in C(Cl)(Cl)Cl (chloroform), C(Cl)(Cl)Cl (chloroform). Reaction conditions: time 40 minute. Product: IC1=NC(=CN=C1)C(F)(F)F (2-Iodo-6-trifluoromethylpyrazine). RXN SMILES: N[C:2]1[CH:7]=[N:6][CH:5]=[C:4]([C:8]([F:11])([F:10])[F:9])[N:3]=1.[I:12]I.N(OC(C)(C)C)=O>C(Cl)(Cl)Cl>[I:12][C:2]1[CH:7]=[N:6][CH:5]=[C:4]([C:8]([F:11])([F:10])[F:9])[N:3]=1. Reported procedure: A three liter flask was charged with a solution of 2-amino-6-trifluoromethylpyrazine (obtained by the method of J. L. Miesel, U.S. Pat. No. 4,293,552, 95% pure by HPLC analysis, 32.6 g, 0.20 mol) in chloroform (1000 mL). Freshly ground iodine (101 g. 0.40 mol) was added to give a dark purple solution. After 40 min, a solution of t-butyl nitrite (22.9 g, 0.20 mol) in chloroform (300 mL) was added dropwise over 1 h. During the addition, slow gas evolution was observed together with a mild exotherm... Starting materials: CCC1=CC2C(C1)CC2(CC(=O)OC(C)(C)C)C[N+](=O)[O-], CCO, [H][H]. Product: CCC1=CC2C(C1)CC2(CN)CC(=O)OC(C)(C)C. Reaction SMILES: [CH2:1]([CH3:2])[C:3]1=[CH:9][CH:8]2[CH:5]([CH2:4]1)[CH2:6][C:7]2([CH2:10][N+:11]([O-:12])=[O:13])[CH2:14][C:15](=[O:16])[O:17][C:18]([CH3:19])([CH3:20])[CH3:21].[CH3:24][CH2:25][OH:26].[H:22][H:23]>>[CH2:1]([CH3:2])[C:3]1=[CH:9][CH:8]2[CH:5]([CH2:4]1)[CH2:6][C:7]2([CH2:10][NH2:11])[CH2:14][C:15](=[O:16])[O:17][C:18]([CH3:19])([CH3:20])[CH3:21]. The reactants are BrC1=C(C=C(C=C1)CO)OC(F)(F)F ((4-Bromo-3-(trifluoromethoxy)phenyl)methanol), S(=O)(Br)Br (thionyl bromide), C(C1=CC=CC=C1)[C@@H]1N(C(OC1)=O)C(C[C@H](C1=NOC=C1)C1=CC=C(C=C1)O)=O ((S)-4-Benzyl-3-((S)-3-(4-hydroxyphenyl)-3-(isoxazol-3-yl)propanoyl)oxazolidin-2-one), C(=O)([O-])[O-].[Cs+].[Cs+] (Cs2CO3). The solvent is C(Cl)Cl (DCM), CN(C)C=O (DMF), CCOC(=O)C (EtOAc), CN(C)C=O (DMF). Reaction conditions: time 50 minute. Yields the product BrC1=C(C=C(COC2=CC=C(C=C2)[C@H](CC(=O)N2C(OC[C@@H]2CC2=CC=CC=C2)=O)C2=NOC=C2)C=C1)OC(F)(F)F ((S)-3-((S)-3-(4-(4-Bromo-3-(trifluoromethoxy)benzyloxy)-phenyl)-3-(isoxazol-3-yl)propanoyl)-4-benzyloxazolidin-2-one). As a reaction SMILES: [Br:1][C:2]1[CH:7]=[CH:6][C:5]([CH2:8][OH:9])=[CH:4][C:3]=1[O:10][C:11]([F:14])([F:13])[F:12].S(Br)(Br)=O.[CH2:19]([C@H:26]1[CH2:30][O:29][C:28](=[O:31])[N:27]1[C:32](=[O:47])[CH2:33][C@@H:34]([C:40]1[CH:45]=[CH:44][C:43](O)=[CH:42][CH:41]=1)[C:35]1[CH:39]=[CH:38][O:37][N:36]=1)[C:20]1[CH:25]=[CH:24][CH:23]=[CH:22][CH:21]=1.C([O-])([O-])=O.[Cs+].[Cs+]>C(Cl)Cl.CN(C=O)C.CCOC(C)=O>[Br:1][C:2]1[CH:7]=[CH:6][C:5]([CH2:8][O:9][C:43]2[CH:42]=[CH:41][C:40]([C@@H:34]([C:35]3[CH:39]=[CH:38][O:37][N:36]=3)[CH2:33][C:32]([N:27]3[C@@H:26]([CH2:19][C:20]4[CH:21]=[CH:22][CH:23]=[CH:24][CH:25]=4)[CH2:30][O:29][C:28]3=[O:31])=[O:47])=[CH:45][CH:44]=2)=[CH:4][C:3]=1[O:10][C:11]([F:13])([F:12])[F:14] |f:3.4.5|. Procedure details: A mixture of 28.3 (1.30 g, 4.80 mmol), thionyl bromide (1.01 g, 4.84 mmol), and DMF (0.1 mL) in DCM (8.0 mL) was stirred at room temperature for 50 minutes. The solvent was then removed. To the residue was added 7.5 (1.10 g, 2.80 mmol) and Cs2CO3 (1.10 g, 3.36 mmol) in DMF (8.0 mL). The mixture was stirred at room temperature for 4 hours. EtOAc (150 mL) was added, and the mixture was washed with brine (25×3 mL) and dried with MgSO4. The solvent was removed, and the crude product was purified by ... Starting materials: CO (MeOH), [OH-].[Na+] (NaOH), COC(CC1=CC=C(C=C1)C1CC1)=O (Methyl(4-cyclopropylphenyl)acetate). The solvent is C1CCOC1 (THF). The product is C1(CC1)C1=CC=C(C=C1)CC(=O)O ((4-cyclopropylphenyl)acetic acid). The yield is 60.1%. Reaction SMILES: C[O:2][C:3](=[O:14])[CH2:4][C:5]1[CH:10]=[CH:9][C:8]([CH:11]2[CH2:13][CH2:12]2)=[CH:7][CH:6]=1.CO.[OH-].[Na+]>C1COCC1>[CH:11]1([C:8]2[CH:9]=[CH:10][C:5]([CH2:4][C:3]([OH:14])=[O:2])=[CH:6][CH:7]=2)[CH2:12][CH2:13]1 |f:2.3|. Procedure details: Methyl(4-cyclopropylphenyl)acetate (710 mg, 3.73 mmol) was dissolved in 5 mL THF, 5 mL MeOH, and aqueous 1N NaOH (7.46 mmol) and the resulting mixture was heated at 45° C. overnight. After cooling to ambient temperature, the reaction was concentrated in vacuo and the residue was diluted with water (50 mL). The aqueous material was acidified with 1N HCl to pH˜3. A light brown precipitate formed which was collected by filtration and dried in a vacuum oven for 3 days to give (4-cyclopropylphenyl)ac... Starting materials: BrC=1C=CC=C2C(CC3(CCN(CC3)C(=O)OC(C)(C)C)C12)=O (tert-butyl 7-bromo-3-oxo-2,3-dihydrospiro[indene-1,4′-piperidine]-1′-carboxylate), NH4OAc, [BH3-]C#N.[Na+] (NaCNBH3). Solvent: CO (MeOH). The product is NC1CC2(CCN(CC2)C(=O)OC(C)(C)C)C2=C(C=CC=C12)Br ((±)-tert-butyl 3-amino-7-bromo-2,3-dihydrospiro[indene-1,4′-piperidine]-1′-carboxylate). Yield: 133.1%. Reaction SMILES: [Br:1][C:2]1[CH:3]=[CH:4][CH:5]=[C:6]2[C:22]=1[C:9]1([CH2:14][CH2:13][N:12]([C:15]([O:17][C:18]([CH3:21])([CH3:20])[CH3:19])=[O:16])[CH2:11][CH2:10]1)[CH2:8][C:7]2=O.[BH3-]C#[N:26].[Na+]>CO>[NH2:26][CH:7]1[C:6]2[C:22](=[C:2]([Br:1])[CH:3]=[CH:4][CH:5]=2)[C:9]2([CH2:14][CH2:13][N:12]([C:15]([O:17][C:18]([CH3:21])([CH3:20])[CH3:19])=[O:16])[CH2:11][CH2:10]2)[CH2:8]1 |f:1.2|. Procedure details: To a stirred solution of tert-butyl 7-bromo-3-oxo-2,3-dihydrospiro[indene-1,4′-piperidine]-1′-carboxylate (196 mg, 0.52 mmol) in MeOH (20 mL) were added NH4OAc (795 mg, 10.3 mmol) and NaCNBH3 (324 mg, 5.2 mmol). The mixture was heated at reflux for 1 d. The mixture was concentrated under reduced pressure, diluted with EtOAc (90 mL), washed with 1M aq NaOH (25 mL) and dried over Na2SO4. Removal of the solvent gave crude (±)-tert-butyl 3-amino-7-bromo-2,3-dihydrospiro[indene-1,4′-piperidine]-1′-ca... Starting materials: ClC1=C(C=CC(=C1)OC)C(C(=O)C1=CC(=NC=C1)Cl)C (2-(2-chloro-4-methoxy-phenyl)-1-(2-chloro-pyridin-4-yl)-propan-1-on), FC(F)(F)[Si](C)(C)C ((trifluoromethyl)-trimethylsilane), O.O.O.[F-].C[N+](C)(C)C (Tetramethylammonium fluoride trihydrate), CCCCCCC (heptane), O.O.O.[F-].C[N+](C)(C)C (Tetramethylammonium fluoride trihydrate). The solvent is ice water, O1CCCC1 (tetrahydrofuran), O1CCCC1 (tetrahydrofuran), C1CCOC1 (THF), C1CCOC1 (THF). Conditions: time 3 hour. Product: ClC1=C(C=CC(=C1)OC)C(C(C(F)(F)F)(O)C1=CC(=NC=C1)Cl)C (3-(2-Chloro-4-methoxy-phenyl)-2-(2-chloro-pyridin-4-yl)-1,1,1-trifluoro-butan-2-ol). The yield is 76.7%. As a reaction SMILES: [Cl:1][C:2]1[CH:7]=[C:6]([O:8][CH3:9])[CH:5]=[CH:4][C:3]=1[CH:10]([CH3:20])[C:11]([C:13]1[CH:18]=[CH:17][N:16]=[C:15]([Cl:19])[CH:14]=1)=[O:12].[F:21][C:22]([Si](C)(C)C)([F:24])[F:23].O.O.O.[F-].C[N+](C)(C)C.CCCCCCC>O1CCCC1>[Cl:1][C:2]1[CH:7]=[C:6]([O:8][CH3:9])[CH:5]=[CH:4][C:3]=1[CH:10]([CH3:20])[C:11]([C:13]1[CH:18]=[CH:17][N:16]=[C:15]([Cl:19])[CH:14]=1)([OH:12])[C:22]([F:24])([F:23])[F:21] |f:2.3.4.5.6|. Reported procedure: To a solution of 2-(2-chloro-4-methoxy-phenyl)-1-(2-chloro-pyridin-4-yl)-propan-1-on (14.75 g, 0.0475 mol) in tetrahydrofuran (900 ml) was added a solution of (trifluoromethyl)-trimethylsilane (14.89 g, 0.104 mol) in tetrahydrofuran (100 ml) at 0° C. (duration: 5 min.). Tetramethylammonium fluoride trihydrate 1M in THF (4.76 ml, 4.76 mmol) was added and the mixture was stirred at r.t. for 3 h. A second portion of Tetramethylammonium fluoride trihydrate 1M in THF (4.76 ml, 4.47 mmol) was added an...